This data is from the Open Reaction Database (ORD), a public repository of structured organic reaction records. The task is: describe an organic reaction: reactants, conditions, products, and yield The reactants are CCOC(=O)CC(=O)[O-], C1CCOC1, [CH3], [Cl-], [Cl-], COC(=O)N1CCC(C(=O)O)CC1c1ccc(F)cc1Cl, ClCCl, Cl, [K+], [Mg+2], O=C(n1ccnc1)n1ccnc1. Yields the product CCOC(=O)CC(=O)C1CCN(C(=O)OC)C(c2ccc(F)cc2Cl)C1. Reaction SMILES: [CH2:34]([CH3:35])[O:36][C:37]([CH2:38][C:39]([O-:40])=[O:41])=[O:42].[CH2:49]1[O:50][CH2:51][CH2:52][CH2:53]1.[CH3:48].[Cl-:44].[Cl-:46].[Cl:1][c:2]1[c:3]([CH:9]2[N:10]([C:18](=[O:19])[O:20][CH3:21])[CH2:11][CH2:12][CH:13]([C:15](=[O:16])[OH:17])[CH2:14]2)[cH:4][cH:5][c:6]([F:8])[cH:7]1.[Cl:54][CH2:55][Cl:56].[ClH:47].[K+:43].[Mg+2:45].[n:22]1([C:23]([n:24]2[cH:25][cH:26][n:27][cH:28]2)=[O:29])[cH:30][cH:31][n:32][cH:33]1>>[Cl:1][c:2]1[c:3]([CH:9]2[N:10]([C:18](=[O:19])[O:20][CH3:21])[CH2:11][CH2:12][CH:13]([C:15](=[O:17])[CH2:38][C:37]([O:36][CH2:34][CH3:35])=[O:42])[CH2:14]2)[cH:4][cH:5][c:6]([F:8])[cH:7]1. The reactants are COC=1C=C(C=C(C1)OC)C=C(C(=O)O)C1=CC=C(C=C1)OC1=CC=C(C=C1)C=CC(=O)OCC (3-(3,5-dimethoxyphenyl)-2-{4-[4-(2-ethoxycarbonyl-vinyl)-phenoxy]-phenyl}-acrylic acid). The reagents and catalysts are [Pd] (palladium charcoal). The solvent is ethanol-dioxane. Reaction conditions: time 15 hour. Yields the product COC=1C=C(C=C(C1)OC)CC(C(=O)O)C1=CC=C(C=C1)OC1=CC=C(C=C1)CCC(=O)OCC (3-(3,5-dimethoxy-phenyl)-2-{4-[4-(2-ethoxycarbonylethyl)-phenoxy]-phenyl}-propionic acid). As a reaction SMILES: [CH3:1][O:2][C:3]1[CH:4]=[C:5]([CH:11]=[C:12]([C:16]2[CH:21]=[CH:20][C:19]([O:22][C:23]3[CH:28]=[CH:27][C:26]([CH:29]=[CH:30][C:31]([O:33][CH2:34][CH3:35])=[O:32])=[CH:25][CH:24]=3)=[CH:18][CH:17]=2)[C:13]([OH:15])=[O:14])[CH:6]=[C:7]([O:9][CH3:10])[CH:8]=1>[Pd]>[CH3:10][O:9][C:7]1[CH:6]=[C:5]([CH2:11][CH:12]([C:16]2[CH:21]=[CH:20][C:19]([O:22][C:23]3[CH:24]=[CH:25][C:26]([CH2:29][CH2:30][C:31]([O:33][CH2:34][CH3:35])=[O:32])=[CH:27][CH:28]=3)=[CH:18][CH:17]=2)[C:13]([OH:15])=[O:14])[CH:4]=[C:3]([O:2][CH3:1])[CH:8]=1. Procedure: 3-(3,5-Dimethoxyphenyl)-2-{4-[4-(2-ethoxycarbonylvinyl)-phenoxy]-phenyl}-acrylic acid (4, 2.37 g, 5.0 mmol) was dissolved in a mixture of ethanol-dioxane (2:1, 150 mL), and palladium charcoal (10%, 500 mg) was added. The mixture was stirred under hydrogen for 15 hr. Catalyst was then removed by filtration, and solvent was evaporated under reduced pressure to yield 3-(3,5-dimethoxy-phenyl)-2-{4-[4-(2-ethoxycarbonylethyl)-phenoxy]-phenyl}-propionic acid (18) quantitatively. Urea (0.21 g, 3.58 mmol... The reactants are C1CCOC1, CC(=O)O, CCOC(=O)CCCCCOc1c(C=O)occc1=O, [H-], [Na+], COP(=O)(CC(=O)CCc1ccccc1)OC. The product is CCOC(=O)CCCCCOc1c(C=CC(=O)CCc2ccccc2)occc1=O. As a reaction SMILES: [CH2:44]1[O:45][CH2:46][CH2:47][CH2:48]1.[CH3:40][C:41](=[O:42])[OH:43].[CH:20](=[O:21])[c:22]1[o:23][cH:24][cH:25][c:26](=[O:39])[c:27]1[O:28][CH2:29][CH2:30][CH2:31][CH2:32][CH2:33][C:34](=[O:35])[O:36][CH2:37][CH3:38].[H-:1].[Na+:2].[O:3]=[C:4]([CH2:5][P:6](=[O:7])([O:8][CH3:9])[O:10][CH3:11])[CH2:12][CH2:13][c:14]1[cH:15][cH:16][cH:17][cH:18][cH:19]1>>[O:3]=[C:4]([CH:5]=[CH:20][c:22]1[o:23][cH:24][cH:25][c:26](=[O:39])[c:27]1[O:28][CH2:29][CH2:30][CH2:31][CH2:32][CH2:33][C:34](=[O:35])[O:36][CH2:37][CH3:38])[CH2:12][CH2:13][c:14]1[cH:15][cH:16][cH:17][cH:18][cH:19]1. Reactants: 1,2-dihydrodicyclopentadiene, C(O)CN (ethanolamine), Solution A, antioxidant solution, C12C=CC(CC1)C2 (2-norbornene), DHDCPD, C=CCCCC (1-hexene), [I-].C(C)[Al+]CC (diethylaluminum iodide), DHDCPD 2-norbornene 1-hexene, C12C=CC(CC1)C2 (2-norbornene). Run in C1(=CC=CC=C1)C (toluene). Conditions: time 1 hour. The product is C12C=CC(CC1)C2.C=CCCCC (2-Norbornene 1-Hexene). As a reaction SMILES: [CH:1]12[CH2:7][CH:4]([CH2:5][CH2:6]1)[CH:3]=[CH:2]2.[CH2:8]=[CH:9][CH2:10][CH2:11][CH2:12][CH3:13].[I-].C([Al+]CC)C.C(CN)O>C1(C)C=CC=CC=1>[CH:1]12[CH2:7][CH:4]([CH2:5][CH2:6]1)[CH:3]=[CH:2]2.[CH2:8]=[CH:9][CH2:10][CH2:11][CH2:12][CH3:13] |f:2.3,6.7|. Procedure details: A 2/1 molar ratio of 1,2-dihydrodicyclopentadiene (DHDCPD) to 2-norbornene was used as follows to prepare the first DHDCPD/2-norbornene/1-hexene copolymer of example 1. 500 ml dry toluene cosolvent, 23.1 ml of a 2-norbornene solution (89.2 wt.% in toluene), 55.4 ml DHDCPD, 9 ml of the 1-hexene solution, and 6 ml of the diethylaluminum iodide solution were charged to a dry, nitrogen-purged quart bottle. 7.5 ml of the MoCl5 solution was charged last with shaking. Polymerization occurred rapidly, a... Product: Nc1ccc(SCc2cccnc2)nc1. Starting materials: CC(=O)O, [Fe], O=[N+]([O-])c1ccc(SCc2cccnc2)nc1. RXN SMILES: [CH3:18][C:19](=[O:20])[OH:21].[Fe:22].[N+:1]([O-:2])(=[O:3])[c:4]1[cH:5][cH:6][c:7]([S:10][CH2:11][c:12]2[cH:13][n:14][cH:15][cH:16][cH:17]2)[n:8][cH:9]1>>[NH2:1][c:4]1[cH:5][cH:6][c:7]([S:10][CH2:11][c:12]2[cH:13][n:14][cH:15][cH:16][cH:17]2)[n:8][cH:9]1. Reactants: C(C)OC(=O)CC(=O)OC1=CC=C(OCCCCCCCCCCC(=O)OCC)C=C1 (Ethyl 11-(4-ethoxycarbonylacetoxyphenoxy)undecanoate), NC=1C=C(C=CC1Cl)C(F)(F)F (3-amino-4-chlorobenzotrifluoride). Run in C=1(C(=CC=CC1)C)C (xylene). Run at temperature 80 celsius. Yields the product ClC1=C(C=C(C=C1)C(F)(F)F)NC(=O)CC(=O)OC1=CC=C(OCCCCCCCCCCC(=O)OCC)C=C1 (Ethyl 11-{4-[2-(2-chloro-5-trifluoromethylphenylcarbamoyl)acetoxy]phenoxy}undecanoate). Isolated yield 61.7%. Reaction SMILES: C(O[C:4]([CH2:6][C:7]([O:9][C:10]1[CH:31]=[CH:30][C:13]([O:14][CH2:15][CH2:16][CH2:17][CH2:18][CH2:19][CH2:20][CH2:21][CH2:22][CH2:23][CH2:24][C:25]([O:27][CH2:28][CH3:29])=[O:26])=[CH:12][CH:11]=1)=[O:8])=[O:5])C.[NH2:32][C:33]1[CH:34]=[C:35]([C:40]([F:43])([F:42])[F:41])[CH:36]=[CH:37][C:38]=1[Cl:39]>C1(C)C(C)=CC=CC=1>[Cl:39][C:38]1[CH:37]=[CH:36][C:35]([C:40]([F:42])([F:43])[F:41])=[CH:34][C:33]=1[NH:32][C:4]([CH2:6][C:7]([O:9][C:10]1[CH:11]=[CH:12][C:13]([O:14][CH2:15][CH2:16][CH2:17][CH2:18][CH2:19][CH2:20][CH2:21][CH2:22][CH2:23][CH2:24][C:25]([O:27][CH2:28][CH3:29])=[O:26])=[CH:30][CH:31]=1)=[O:8])=[O:5]. Procedure: A solution of the product from (c) (47 g, 0.112 mol) and 3-amino-4-chlorobenzotrifluoride (21.9 g, 0.112 mol) in xylene (450 ml) were heated to reflux for 5 h. Over the final hour, the volume of the mixture was reduced to 200 ml by distillation. After cooling to about 80° C., the solution was poured into petrol (b.p. 60°-80° C. (1 liter) with rapid stirring. A pale yellow solid was collected by filtration and then recrystallized from petrol (b.p. 60°-80° C.) to give an off white solid (40.5 g, 6... Reactants: C1(CC1)NC(=O)NC1=CC(=C(C=C1)C=1N=C(C2=C(N1)CNCC2)N2[C@H](COCC2)C)F ((S)-1-cyclopropyl-3-(3-fluoro-4-(4-(3-methylmorpholino)-5,6,7,8-tetrahydropyrido[3,4-d]pyrimidin-2-yl)phenyl)urea), C(C)(C)N=C=O (isopropyl isocyanate). Run in CN(C)C=O (DMF). Reaction conditions: temperature 20 celsius, time 2 hour. The product is C1(CC1)NC(NC1=CC(=C(C=C1)C=1N=C(C2=C(N1)CN(CC2)C(=O)NC(C)C)N2[C@H](COCC2)C)F)=O ((S)-2-(4-(3-cyclopropylureido)-2-fluorophenyl)-N-isopropyl-4-(3-methylmorpholino)-5,6-dihydropyrido[3,4-d]pyrimidine-7(8H)-carboxamide). Yield: 52.2%. RXN SMILES: [CH:1]1([NH:4][C:5]([NH:7][C:8]2[CH:13]=[CH:12][C:11]([C:14]3[N:15]=[C:16]([N:24]4[CH2:29][CH2:28][O:27][CH2:26][C@@H:25]4[CH3:30])[C:17]4[CH2:23][CH2:22][NH:21][CH2:20][C:18]=4[N:19]=3)=[C:10]([F:31])[CH:9]=2)=[O:6])[CH2:3][CH2:2]1.[CH:32]([N:35]=[C:36]=[O:37])([CH3:34])[CH3:33]>CN(C=O)C>[CH:1]1([NH:4][C:5](=[O:6])[NH:7][C:8]2[CH:13]=[CH:12][C:11]([C:14]3[N:15]=[C:16]([N:24]4[CH2:29][CH2:28][O:27][CH2:26][C@@H:25]4[CH3:30])[C:17]4[CH2:23][CH2:22][N:21]([C:36]([NH:35][CH:32]([CH3:34])[CH3:33])=[O:37])[CH2:20][C:18]=4[N:19]=3)=[C:10]([F:31])[CH:9]=2)[CH2:2][CH2:3]1. Procedure details: To a stirred solution of (S)-1-cyclopropyl-3-(3-fluoro-4-(4-(3-methylmorpholino)-5,6,7,8-tetrahydropyrido[3,4-d]pyrimidin-2-yl)phenyl)urea (Example 163) (100 mg, 0.23 mmol) in DMF (2 ml) was added isopropyl isocyanate (35 μl, 0.35 mmol). Reaction mixture was stirred at 20° C. for 2 hours. The crude reaction mixture was then partitioned between water (10 ml) and DCM (10 ml). The organic layer was recovered, passed through a hydrophobic frit and the solvent removed in vacuo. Residue was then purif... Reaction SMILES: [CH3:27][O:28][C:29]([CH2:30][Br:31])=[O:32].[F:1][c:2]1[cH:3][cH:4][c:5]([OH:26])[c:6]2[c:7]([CH3:25])[c:8]([CH2:13][c:14]3[cH:15][cH:16][c:17](-[n:20]4[n:21][cH:22][cH:23][cH:24]4)[cH:18][cH:19]3)[c:9](=[O:12])[nH:10][c:11]12>>[F:1][c:2]1[cH:3][cH:4][c:5]([O:26][CH2:30][C:29]([O:28][CH3:27])=[O:32])[c:6]2[c:7]([CH3:25])[c:8]([CH2:13][c:14]3[cH:15][cH:16][c:17](-[n:20]4[n:21][cH:22][cH:23][cH:24]4)[cH:18][cH:19]3)[c:9](=[O:12])[nH:10][c:11]12. The reactants are COC(=O)CBr, Cc1c(Cc2ccc(-n3cccn3)cc2)c(=O)[nH]c2c(F)ccc(O)c12. The product is COC(=O)COc1ccc(F)c2[nH]c(=O)c(Cc3ccc(-n4cccn4)cc3)c(C)c12. The reactants are C(C)N(C=1C(=C(C(=O)OC)C=C(C1)C(F)(F)F)C)C1CCN(CC1)C(C)C (methyl 3-{ethyl[1-(propan-2-yl)piperidin-4-yl]amino}-2-methyl-5-(trifluoromethyl)benzoate), [OH-].[Na+] (NaOH), Cl (HCl). Solvent: CO (methanol). Reaction conditions: temperature 50 celsius, time 2 hour. Product: C(C)N(C=1C(=C(C(=O)O)C=C(C1)C(F)(F)F)C)C1CCN(CC1)C(C)C (3-{Ethyl[1-(propan-2-yl)piperidin-4-yl]amino}-2-methyl-5-(trifluoromethyl)benzoic acid), crude products. Reaction SMILES: [CH2:1]([N:3]([CH:19]1[CH2:24][CH2:23][N:22]([CH:25]([CH3:27])[CH3:26])[CH2:21][CH2:20]1)[C:4]1[C:5]([CH3:18])=[C:6]([CH:11]=[C:12]([C:14]([F:17])([F:16])[F:15])[CH:13]=1)[C:7]([O:9]C)=[O:8])[CH3:2].[OH-].[Na+].Cl>CO>[CH2:1]([N:3]([CH:19]1[CH2:24][CH2:23][N:22]([CH:25]([CH3:26])[CH3:27])[CH2:21][CH2:20]1)[C:4]1[C:5]([CH3:18])=[C:6]([CH:11]=[C:12]([C:14]([F:15])([F:17])[F:16])[CH:13]=1)[C:7]([OH:9])=[O:8])[CH3:2] |f:1.2|. Reported procedure: To a stirred solution of methyl 3-{ethyl[1-(propan-2-yl)piperidin-4-yl]amino}-2-methyl-5-(trifluoromethyl)benzoate (220 mg, 0.569 mmol) in methanol (4 mL) was added aq. NaOH (5M, 170 ul, 0.854 mmol). The reaction mixture was stirred at 50° C. for 2 hours. After cooling to 23° C. HCl (2 M) was added to the mixture. The mixture was acidified to pH=5 and was concentrated in vacuo to give the titled compound as crude products (510 mg).